This data is from the Open Reaction Database (ORD), a public repository of structured organic reaction records. The task is: describe an organic reaction: reactants, conditions, products, and yield Reactants: C1CCOC1, COc1cc2nccc(Oc3ccc([N+](=O)[O-])cn3)c2cc1OC, CO, CN(C)C=O. Product: COc1cc2nccc(Oc3ccc(N)cn3)c2cc1OC. Reaction SMILES: [CH2:25]1[O:26][CH2:27][CH2:28][CH2:29]1.[CH3:1][O:2][c:3]1[cH:4][c:5]2[c:6]([O:15][c:16]3[n:17][cH:18][c:19]([N+:22]([O-:23])=[O:24])[cH:20][cH:21]3)[cH:7][cH:8][n:9][c:10]2[cH:11][c:12]1[O:13][CH3:14].[CH3:30][OH:31].[O:32]=[CH:33][N:34]([CH3:35])[CH3:36]>>[CH3:1][O:2][c:3]1[cH:4][c:5]2[c:6]([O:15][c:16]3[n:17][cH:18][c:19]([NH2:22])[cH:20][cH:21]3)[cH:7][cH:8][n:9][c:10]2[cH:11][c:12]1[O:13][CH3:14]. Yields the product CCOC(=O)NC1CC(N(CC(C)C)C(=O)c2cnc(C(C)(C)C)nc2NCCCSC)CN(C(=O)OC(C)(C)C)C1. Reaction SMILES: [C:1]([CH3:2])([CH3:3])([CH3:4])[c:5]1[n:6][cH:7][c:8]([C:17](=[O:18])[N:19]([CH:20]2[CH2:21][N:22]([C:35](=[O:36])[O:37][C:38]([CH3:39])([CH3:40])[CH3:41])[CH2:23][CH:24]([NH:26][C:27](=[O:28])[O:29][CH2:30][C:31]([Cl:32])([Cl:33])[Cl:34])[CH2:25]2)[CH2:42][CH:43]([CH3:44])[CH3:45])[c:9]([NH:11][CH2:12][CH2:13][CH2:14][S:15][CH3:16])[n:10]1.[CH3:48][CH2:49][OH:50].[Na+:47].[OH-:46].[OH2:51]>>[C:1]([CH3:2])([CH3:3])([CH3:4])[c:5]1[n:6][cH:7][c:8]([C:17](=[O:18])[N:19]([CH:20]2[CH2:21][N:22]([C:35](=[O:36])[O:37][C:38]([CH3:39])([CH3:40])[CH3:41])[CH2:23][CH:24]([NH:26][C:27](=[O:28])[O:29][CH2:30][CH3:31])[CH2:25]2)[CH2:42][CH:43]([CH3:44])[CH3:45])[c:9]([NH:11][CH2:12][CH2:13][CH2:14][S:15][CH3:16])[n:10]1. Starting materials: CSCCCNc1nc(C(C)(C)C)ncc1C(=O)N(CC(C)C)C1CC(NC(=O)OCC(Cl)(Cl)Cl)CN(C(=O)OC(C)(C)C)C1, CCO, [Na+], [OH-], O. Reactants: C(C#CC)OC1=NC=NC(=C1F)Cl (4-(2-butynyloxy)-6-chloro-5-fluoropyrimidine), CC1CNCCC1 (3-methylpiperidine). Solvent: C(C)O (ethanol). Conditions: time 10 hour. Yields the product C(C#CC)OC1=NC=NC(=C1F)N1CC(CCC1)C (4-(2-butynyloxy)-5-fluoro-6-(3-methylpiperidino) pyrimidine). Isolated yield 94.0%. As a reaction SMILES: [CH2:1]([O:5][C:6]1[C:11]([F:12])=[C:10](Cl)[N:9]=[CH:8][N:7]=1)[C:2]#[C:3][CH3:4].[CH3:14][CH:15]1[CH2:20][CH2:19][CH2:18][NH:17][CH2:16]1>C(O)C>[CH2:1]([O:5][C:6]1[C:11]([F:12])=[C:10]([N:17]2[CH2:18][CH2:19][CH2:20][CH:15]([CH3:14])[CH2:16]2)[N:9]=[CH:8][N:7]=1)[C:2]#[C:3][CH3:4]. Reported procedure: Into 3 ml of ethanol was resolved 0.3 g of 4-(2-butynyloxy)-6-chloro-5-fluoropyrimidine, 0.45 g of 3-methylpiperidine was added therein, and the mixture was stirred for 10 hours under reflux condition. The reaction mixture was cooled to near room temperature, and concentrated. Into the residue was added a saturated ammonium chloride aqueous solution, and the mixture was extracted with tert-butyl methyl ether three times. The organic layers were washed with a saturated sodium chloride aqueous sol... The product is CCC(C(=O)c1ccccc1)C(=O)c1ccc2c(c1)OCCO2. RXN SMILES: [Br:1][CH2:2][CH3:3].[CH3:32][S:33]([CH3:34])=[O:35].[K+:25].[K+:26].[O-:27][C:28]([O-:29])=[O:30].[O:4]1[c:5]2[c:6]([cH:10][c:11]([C:14]([CH2:15][C:16](=[O:17])[c:18]3[cH:19][cH:20][cH:21][cH:22][cH:23]3)=[O:24])[cH:12][cH:13]2)[O:7][CH2:8][CH2:9]1.[OH2:31]>>[CH2:2]([CH3:3])[CH:15]([C:14]([c:11]1[cH:10][c:6]2[c:5]([cH:13][cH:12]1)[O:4][CH2:9][CH2:8][O:7]2)=[O:24])[C:16](=[O:17])[c:18]1[cH:19][cH:20][cH:21][cH:22][cH:23]1. The reactants are CCBr, CS(C)=O, [K+], [K+], O=C([O-])[O-], O=C(CC(=O)c1ccc2c(c1)OCCO2)c1ccccc1, O.